Dataset: the Open Reaction Database (ORD), a public repository of structured organic reaction records. Task: describe an organic reaction: reactants, conditions, products, and yield Starting materials: C(C)(=O)OC1=CCCC2=CC=CC=C12 (3,4-dihydro-1-naphthalenyl acetate), CC(=O)C (acetone), C1(=CC=CC=C1)P(C1=CC=CC=C1)C1=CC=CC=C1 (triphenylphosphine), CC(=O)C (acetone), Cl (HCl), O=[O+][O-] (ozone), N#N (N2). Solvent: CO (MeOH). Conditions: temperature -10 celsius, time 16 hour. Yields the product O=CCCC1=C(C(=O)O)C=CC=C1 (2-(3-oxopropyl)benzoic acid). The yield is 75.0%. RXN SMILES: C([O:4][C:5]1C2[C:9](=[CH:10][CH:11]=[CH:12]C=2)[CH2:8][CH2:7][CH:6]=1)(=O)C.[O:15]=[O+][O-].N#N.C1(P(C2C=CC=CC=2)C2C=CC=CC=2)C=CC=CC=1.Cl.C[C:41]([CH3:43])=[O:42]>CO>[O:4]=[CH:5][CH2:6][CH2:7][C:8]1[CH:9]=[CH:10][CH:11]=[CH:12][C:43]=1[C:41]([OH:15])=[O:42]. Procedure: At -50° C., 200 mL of MeOH were added to a solution of the enol acetate of Step 1 (214 g, approx. 1.04 mol) in 800 mL of acetone. At -78° C., ozone was bubbled through this solution for 7 h (or until the excess of O3 produced a green color). The excess of ozone was blown away by a stream of N2 and a solution of triphenylphosphine (327 g, 1.25 mol) in 1 L of acetone was then added slowly at -78° C. The temperature was slowly raised to -10° C. over 30 min. 1N HCl (700 mL) was slowly added and the ... Starting materials: COC1=CC=C(C=C1)N1C(OC(C1)CN1CCC(CC1)CC1=CC=CC=C1)=O (3-p-methoxyphenyl-5-(4-benzyl-piperidino-methyl)-oxazolidin-2-one). Run in ClCCCl (1,2-dichloroethane), ClCCCl (1,2-dichloroethane). Reaction conditions: time 30 minute. The product is OC1=CC=C(C=C1)N1C(OC(C1)CN1CCC(CC1)CC1=CC=CC=C1)=O (3-p-hydroxyphenyl-5-(4-benzyl-piperidino-methyl)-oxazolidin-2-one). Reaction SMILES: C[O:2][C:3]1[CH:8]=[CH:7][C:6]([N:9]2[CH2:13][CH:12]([CH2:14][N:15]3[CH2:20][CH2:19][CH:18]([CH2:21][C:22]4[CH:27]=[CH:26][CH:25]=[CH:24][CH:23]=4)[CH2:17][CH2:16]3)[O:11][C:10]2=[O:28])=[CH:5][CH:4]=1>ClCCCl>[OH:2][C:3]1[CH:8]=[CH:7][C:6]([N:9]2[CH2:13][CH:12]([CH2:14][N:15]3[CH2:16][CH2:17][CH:18]([CH2:21][C:22]4[CH:27]=[CH:26][CH:25]=[CH:24][CH:23]=4)[CH2:19][CH2:20]3)[O:11][C:10]2=[O:28])=[CH:5][CH:4]=1. Procedure details: A suspension of 3.8 g of 3-p-methoxyphenyl-5-(4-benzyl-piperidino-methyl)-oxazolidin-2-one in 50 ml of 1,2-dichloroethane is added dropwise to a boiling solution of 15.6 g of dimethyl sulfide/boron tribromide complex in 50 ml of 1,2-dichloroethane; the mixture is boiled for another 30 minutes and worked up in a conventional manner to give 3-p-hydroxyphenyl-5-(4-benzyl-piperidino-methyl)-oxazolidin-2-one. Reactants: C1CCOC1, CO, CCOC(=O)C#Cc1cc(-c2ccc(OCc3cc(OC)ccc3-c3ccc(Cl)cc3)cc2)n(C2CCCCC2)n1, [Li+], [OH-]. Yields the product COc1ccc(-c2ccc(Cl)cc2)c(COc2ccc(-c3cc(C#CC(=O)O)nn3C3CCCCC3)cc2)c1. RXN SMILES: [CH2:46]1[O:47][CH2:48][CH2:49][CH2:50]1.[CH3:44][OH:45].[Cl:1][c:2]1[cH:3][cH:4][c:5](-[c:8]2[c:9]([CH2:16][O:17][c:18]3[cH:19][cH:20][c:21](-[c:24]4[cH:25][c:26]([C:35]#[C:36][C:37](=[O:38])[O:39][CH2:40][CH3:41])[n:27][n:28]4[CH:29]4[CH2:30][CH2:31][CH2:32][CH2:33][CH2:34]4)[cH:22][cH:23]3)[cH:10][c:11]([O:14][CH3:15])[cH:12][cH:13]2)[cH:6][cH:7]1.[Li+:43].[OH-:42]>>[Cl:1][c:2]1[cH:3][cH:4][c:5](-[c:8]2[c:9]([CH2:16][O:17][c:18]3[cH:19][cH:20][c:21](-[c:24]4[cH:25][c:26]([C:35]#[C:36][C:37](=[O:38])[OH:39])[n:27][n:28]4[CH:29]4[CH2:30][CH2:31][CH2:32][CH2:33][CH2:34]4)[cH:22][cH:23]3)[cH:10][c:11]([O:14][CH3:15])[cH:12][cH:13]2)[cH:6][cH:7]1.